Dataset: the Open Reaction Database (ORD), a public repository of structured organic reaction records. Task: describe an organic reaction: reactants, conditions, products, and yield Reactants: ester chloroform, O[C@@H]([C@@H](C(=O)O)C)CCCCC1=CC=CC=C1 ((+)-(2S, 3R)-3-Hydroxy-2-methyl-7-phenylheptanoic acid), C1(=CC=CC=C1)P(C1=CC=CC=C1)C1=CC=CC=C1 (triphenylphosphine), C1=CC=NC(=C1)SSC2=CC=CC=N2 (2,2'-dipyridyl disulfide). The reagents and catalysts are CS(=O)(=O)[O-].[Hg+2].CS(=O)(=O)[O-] (Mercury(II) methanesulfonate). Run in C(Cl)(Cl)Cl (chloroform), C(C)#N (acetonitrile). Conditions: temperature 48 celsius, time 20 minute. The product is C[C@@H]1C(O[C@@H]1CCCCC1=CC=CC=C1)=O ((3S,4R)-3-methyl-4-(4-phenylbutyl)oxetan-2-one). Isolated yield 66.0%. RXN SMILES: O[C@H:2]([CH2:8][CH2:9][CH2:10][CH2:11][C:12]1[CH:17]=[CH:16][CH:15]=[CH:14][CH:13]=1)[C@H:3]([CH3:7])[C:4]([OH:6])=[O:5].C1(P(C2C=CC=CC=2)C2C=CC=CC=2)C=CC=CC=1.C1C=C(SSC2N=CC=CC=2)N=CC=1>C(Cl)(Cl)Cl.C(#N)C.CS([O-])(=O)=O.[Hg+2].CS([O-])(=O)=O>[CH3:7][C@H:3]1[C@@H:2]([CH2:8][CH2:9][CH2:10][CH2:11][C:12]2[CH:17]=[CH:16][CH:15]=[CH:14][CH:13]=2)[O:5][C:4]1=[O:6] |f:5.6.7|. Procedure: (+)-(2S, 3R)-3-Hydroxy-2-methyl-7-phenylheptanoic acid is added to a solution of triphenylphosphine (0.88 g, 3.4 mmol) and 2,2'-dipyridyl disulfide (0.7 g, 3.2 mmol) in chloroform (20 mL) and is stirred for 20 minutes. Mercury(II) methanesulfonate (1.6 g, 4.2 mmol) is suspended in acetonitrile (52 mL), warmed to 48° C. and the activated ester/chloroform solution is added over 5 minutes. This mixture is heated for 1 minute after completion of the addition and then cooled. The mixture is filtered ... Starting materials: CC(C)(C)OC(=O)NC1CCC(N)CC1, O=C(O)c1c[nH]c2c(-c3ccccc3OCC3CC3)ncnc12. Product: CC(C)(C)OC(=O)NC1CCC(NC(=O)c2c[nH]c3c(-c4ccccc4OCC4CC4)ncnc23)CC1. As a reaction SMILES: [C:24]([CH3:25])([CH3:26])([CH3:27])[O:28][C:29]([NH:30][CH:31]1[CH2:32][CH2:33][CH:34]([NH2:37])[CH2:35][CH2:36]1)=[O:38].[CH:1]1([CH2:4][O:5][c:6]2[c:7](-[c:12]3[c:13]4[c:14]([n:15][cH:16][n:17]3)[c:18]([C:21](=[O:22])[OH:23])[cH:19][nH:20]4)[cH:8][cH:9][cH:10][cH:11]2)[CH2:2][CH2:3]1>>[CH:1]1([CH2:4][O:5][c:6]2[c:7](-[c:12]3[c:13]4[c:14]([n:15][cH:16][n:17]3)[c:18]([C:21](=[O:23])[NH:37][CH:34]3[CH2:33][CH2:32][CH:31]([NH:30][C:29]([O:28][C:24]([CH3:25])([CH3:26])[CH3:27])=[O:38])[CH2:36][CH2:35]3)[cH:19][nH:20]4)[cH:8][cH:9][cH:10][cH:11]2)[CH2:2][CH2:3]1. Starting materials: NC=1SC=C(N1)C(C(=O)NC1[C@@H]2N(C(=C(CS2)CS\C=C/C=2C=NC=CC2)C(=O)O)C1=O)=NOCC=C (7-[2-(2-aminothiazol-4-yl)-2-allyloxyiminoacetamido]-3-[(Z)-2-(3-pyridyl)vinylthiomethyl]-3-cephem-4-carboxylic acid), C([O-])([O-])=O.[Cs+].[Cs+] (cesium carbonate), C(C)(=O)OCC (ethyl acetate), C(C)(=O)OC(C)Br (1-bromoethyl acetate). Run in CN(C=O)C (N,N-dimethylformamide). Reaction conditions: temperature 25 celsius, time 30 minute. Product: NC=1SC=C(N1)C(C(=O)NC1[C@@H]2N(C(=C(CS2)CS\C=C/C=2C=NC=CC2)C(=O)OC(C)OC(C)=O)C1=O)=NOCC=C (1-acetoxyethyl 7-[2-(2-aminothiazol-4-yl)-2-allyloxyiminoacetamido]-3-[(Z)-2-(3-pyridyl)vinylthiomethyl]-3-cephem-4-carboxylate). Reaction SMILES: [NH2:1][C:2]1[S:3][CH:4]=[C:5]([C:7](=[N:33][O:34][CH2:35][CH:36]=[CH2:37])[C:8]([NH:10][CH:11]2[C:31](=[O:32])[N:13]3[C:14]([C:28]([OH:30])=[O:29])=[C:15]([CH2:18][S:19]/[CH:20]=[CH:21]\[C:22]4[CH:23]=[N:24][CH:25]=[CH:26][CH:27]=4)[CH2:16][S:17][C@H:12]23)=[O:9])[N:6]=1.C(=O)([O-])[O-].[Cs+].[Cs+].[C:44]([O:47][CH:48](Br)[CH3:49])(=[O:46])[CH3:45].C(OCC)(=O)C>CN(C)C=O>[NH2:1][C:2]1[S:3][CH:4]=[C:5]([C:7](=[N:33][O:34][CH2:35][CH:36]=[CH2:37])[C:8]([NH:10][CH:11]2[C:31](=[O:32])[N:13]3[C:14]([C:28]([O:30][CH:48]([O:47][C:44](=[O:46])[CH3:45])[CH3:49])=[O:29])=[C:15]([CH2:18][S:19]/[CH:20]=[CH:21]\[C:22]4[CH:23]=[N:24][CH:25]=[CH:26][CH:27]=4)[CH2:16][S:17][C@H:12]23)=[O:9])[N:6]=1 |f:1.2.3|. Reported procedure: To a solution of 7-[2-(2-aminothiazol-4-yl)-2-allyloxyiminoacetamido]-3-[(Z)-2-(3-pyridyl)vinylthiomethyl]-3-cephem-4-carboxylic acid (syn isomer) in N,N-dimethylformamide (30 ml) was added cesium carbonate (0.47 g). The mixture was stirred for 30 minutes at 25° C., and 1-bromoethyl acetate (1.35 g) was added dropwise thereto at 0°-3° C. After stirring for 1 hour, the reaction mixture was poured into ethyl acetate (200 ml) and the insoluble material was filtered off. The filtrate was washed with... The reactants are BrC1=CC=2C3=C(C=NC2C=C1)N(C(N3C=3C(=NN(C3)C)C)=O)C (8-bromo-1-(1,3-dimethyl-1H-pyrazol-4-yl)-3-methyl-1,3-dihydro-imidazo[4,5-c]quinolin-2-one), BrC1=CC=2C3=C(C=NC2C=C1)N(C(N3C=3C(=NN(C3)C)C)=O)C (8-bromo-1-(1,3-dimethyl-1H-pyrazol-4-yl)-3-methyl-1,3-dihydro-imidazo[4,5-c]quinolin-2-one), C(C)OC=1C(=NC=C(C1)B1OC(C(O1)(C)C)(C)C)OC (3-ethoxy-2-methoxy-5-(4,4,5,5-tetramethyl-[1,3,2]dioxaborolan-2-yl)-pyridine). The product is CN1N=C(C(=C1)N1C(N(C=2C=NC=3C=CC(=CC3C21)C=2C=NC(=C(C2)OCC)OC)C)=O)C (1-(1,3-Dimethyl-1H-pyrazol-4-yl)-8-(5-ethoxy-6-methoxy-pyridin-3-yl)-3-methyl-1,3-dihydro-imidazo[4,5-c]quinolin-2-one). RXN SMILES: Br[C:2]1[CH:11]=[CH:10][C:9]2[N:8]=[CH:7][C:6]3[N:12]([CH3:23])[C:13](=[O:22])[N:14]([C:15]4[C:16]([CH3:21])=[N:17][N:18]([CH3:20])[CH:19]=4)[C:5]=3[C:4]=2[CH:3]=1.[CH2:24]([O:26][C:27]1[C:28]([O:42][CH3:43])=[N:29][CH:30]=[C:31](B2OC(C)(C)C(C)(C)O2)[CH:32]=1)[CH3:25]>>[CH3:20][N:18]1[CH:19]=[C:15]([N:14]2[C:5]3[C:4]4[CH:3]=[C:2]([C:31]5[CH:30]=[N:29][C:28]([O:42][CH3:43])=[C:27]([O:26][CH2:24][CH3:25])[CH:32]=5)[CH:11]=[CH:10][C:9]=4[N:8]=[CH:7][C:6]=3[N:12]([CH3:23])[C:13]2=[O:22])[C:16]([CH3:21])=[N:17]1. Procedure: The title compound was synthesized in a similar manner as described for Example 1.1 using 8-bromo-1-(1,3-dimethyl-1H-pyrazol-4-yl)-3-methyl-1,3-dihydro-imidazo[4,5-c]quinolin-2-one (Intermediate A) and 3-ethoxy-2-methoxy-5-(4,4,5,5-tetramethyl-[1,3,2]dioxaborolan-2-yl)-pyridine (Stage 92.1.1) to give the title compound as a white solid. (HPLC: tR 2.63 min (Method A); M+H=445 MS-ES; 1H-NMR (d6-DMSO, 400 MHz) 8.96 (s, 1H), 8.11-8.07 (m, 2H), 7.98-7.94 (m, 1H), 7.92-7.90 (m, 1H), 7.54-7.53 (m, 1H),... The reactants are FC(CCC(C#N)C#N)(F)F ((3,3,3-trifluoropropyl)malononitrile), C([O-])([O-])=O.[K+].[K+] (potassium carbonate), BrCC1=NC(=CC=C1)Cl (2-(bromomethyl)-6-chloropyridine). Solvent: CN(C=O)C (N,N-dimethylformamide). Product: ClC1=CC=CC(=N1)CC(C#N)(C#N)CCC(F)(F)F (2-((6-chloro-2-pyridyl)methyl)-2-(3,3,3-trifluoropropyl)malononitrile). Isolated yield 91.0%. RXN SMILES: [F:1][C:2]([F:11])([F:10])[CH2:3][CH2:4][CH:5]([C:8]#[N:9])[C:6]#[N:7].C(=O)([O-])[O-].[K+].[K+].Br[CH2:19][C:20]1[CH:25]=[CH:24][CH:23]=[C:22]([Cl:26])[N:21]=1>CN(C)C=O>[Cl:26][C:22]1[N:21]=[C:20]([CH2:19][C:5]([CH2:4][CH2:3][C:2]([F:10])([F:11])[F:1])([C:8]#[N:9])[C:6]#[N:7])[CH:25]=[CH:24][CH:23]=1 |f:1.2.3|. Procedure: By using (3,3,3-trifluoropropyl)malononitrile (226 mg), N,N-dimethylformamide (5 ml), potassium carbonate (193 mg) and 2-(bromomethyl)-6-chloropyridine (335 mg) according to the similar method described in Production Example 4 was obtained 365 mg of 2-((6-chloro-2-pyridyl)methyl)-2-(3,3,3-trifluoropropyl)malononitrile represented by the following formula (the present invention compound (8)). Reactants: OC1=CC(OC(C1)(C)CCC1=CC=C(C=C1)O)=O (4-hydroxy-6-[2-(4-hydroxy-phenyl)-ethyl]-6-methyl-5,6-dihydro-pyran-2-one), C(=O)([O-])[O-].[K+].[K+] (K2CO3), C(C)(C)(C)C1=C(C=C(C(=C1)NS(=O)(=O)C1=CC=C(C=C1)C#N)C)SS(=O)(=O)C1=CC=C(C=C1)C (toluene-4-thiosulfonic acid S-[2-tert-butyl-4-(4-cyano-benzenesulfonylamino)-5-methyl-phenyl] ester). Run in CN(C)C=O (DMF). Run at time 8 hour. Product: C(C)(C)(C)C=1C(=CC(=C(C1)NS(=O)(=O)C1=CC=C(C=C1)C#N)C)SC=1C(OC(CC1O)(C)CCC1=CC=C(C=C1)O)=O (N-(5-tert-Butyl-4-{4-hydroxy-6-[2-(4-hydroxy-phenyl)-ethyl]-6-methyl-2-oxo-5,6-dihydro-2H-pyran-3-ylsulfanyl}-2-methyl-phenyl)-4-cyano-benzenesulfonamide). RXN SMILES: [OH:1][C:2]1[CH2:7][C:6]([CH2:9][CH2:10][C:11]2[CH:16]=[CH:15][C:14]([OH:17])=[CH:13][CH:12]=2)([CH3:8])[O:5][C:4](=[O:18])[CH:3]=1.C([O-])([O-])=O.[K+].[K+].[C:25]([C:29]1[CH:34]=[C:33]([NH:35][S:36]([C:39]2[CH:44]=[CH:43][C:42]([C:45]#[N:46])=[CH:41][CH:40]=2)(=[O:38])=[O:37])[C:32]([CH3:47])=[CH:31][C:30]=1[S:48]S(C1C=CC(C)=CC=1)(=O)=O)([CH3:28])([CH3:27])[CH3:26]>CN(C=O)C>[C:25]([C:29]1[C:30]([S:48][C:3]2[C:4](=[O:18])[O:5][C:6]([CH2:9][CH2:10][C:11]3[CH:12]=[CH:13][C:14]([OH:17])=[CH:15][CH:16]=3)([CH3:8])[CH2:7][C:2]=2[OH:1])=[CH:31][C:32]([CH3:47])=[C:33]([NH:35][S:36]([C:39]2[CH:44]=[CH:43][C:42]([C:45]#[N:46])=[CH:41][CH:40]=2)(=[O:38])=[O:37])[CH:34]=1)([CH3:28])([CH3:27])[CH3:26] |f:1.2.3|. Procedure details: The title compound was prepared as described in General Method 9 from 4-hydroxy-6-[2-(4-hydroxy-phenyl)-ethyl]-6-methyl-5,6-dihydro-pyran-2-one (prepared in Example KK; 0.09 g, 0.37 mmol), DMF (6 mL), K2CO3 (0.11 g, 0.81 mmol), and toluene-4-thiosulfonic acid S-[2-tert-butyl-4-(4-cyano-benzenesulfonylamino)-5-methyl-phenyl] ester (prepared in Example JJJJ; 0.19 g, 0.37 mmol). The mixture was stirred at room temperature overnight. After the standard work-up, the resulting residue was flash chroma...